This data is from the Open Reaction Database (ORD), a public repository of structured organic reaction records. The task is: describe an organic reaction: reactants, conditions, products, and yield Reactants: COc1ccc2c(C)c(C)[nH]c2c1, Cl, O, c1ccncc1. Yields the product Cc1[nH]c2cc(O)ccc2c1C. As a reaction SMILES: [CH3:1][c:2]1[nH:3][c:4]2[cH:5][c:6]([O:12][CH3:13])[cH:7][cH:8][c:9]2[c:10]1[CH3:11].[ClH:14].[OH2:21].[n:15]1[cH:16][cH:17][cH:18][cH:19][cH:20]1>>[CH3:1][c:2]1[nH:3][c:4]2[cH:5][c:6]([OH:12])[cH:7][cH:8][c:9]2[c:10]1[CH3:11]. The reactants are ClC1=CC=C(C=C1)C1=NC=2N(C(=C1)C)N=CC2C(=O)O (5-(4-chloro-phenyl)-7-methyl-pyrazolo[1,5-a]pyrimidine-3-carboxylic acid), ONC(C1=CC(=CC=C1)S(N)(=O)=O)=N (N-hydroxy-3-sulfamoyl-benzamidine). Product: ClC1=CC=C(C=C1)C1=NC=2N(C(=C1)C)N=CC2C2=NC(=NO2)C=2C=C(C=CC2)S(=O)(=O)N (3-{5-[5-(4-Chloro-phenyl)-7-methyl-pyrazolo[1,5-a]pyrimidin-3-yl]-[1,2,4]oxadiazol-3-yl}-benzenesulfonamide). As a reaction SMILES: [Cl:1][C:2]1[CH:7]=[CH:6][C:5]([C:8]2[CH:13]=[C:12]([CH3:14])[N:11]3[N:15]=[CH:16][C:17]([C:18]([OH:20])=O)=[C:10]3[N:9]=2)=[CH:4][CH:3]=1.O[NH:22][C:23](=[NH:34])[C:24]1[CH:29]=[CH:28][CH:27]=[C:26]([S:30](=[O:33])(=[O:32])[NH2:31])[CH:25]=1>>[Cl:1][C:2]1[CH:3]=[CH:4][C:5]([C:8]2[CH:13]=[C:12]([CH3:14])[N:11]3[N:15]=[CH:16][C:17]([C:18]4[O:20][N:34]=[C:23]([C:24]5[CH:25]=[C:26]([S:30]([NH2:31])(=[O:32])=[O:33])[CH:27]=[CH:28][CH:29]=5)[N:22]=4)=[C:10]3[N:9]=2)=[CH:6][CH:7]=1. Reported procedure: The title compound was prepared from 5-(4-chloro-phenyl)-7-methyl-pyrazolo[1,5-a]pyrimidine-3-carboxylic acid (example C.24) (144 mg, 0.5 mmol) and N-hydroxy-3-sulfamoyl-benzamidine [CAS-No. 9000-88-7] (161 mg, 0.75 mmol) according to general procedure II. Obtained after purification by flash chromatography (ethyl acetate/heptane) and crystallization (MeOH/dichloromethane) as a light yellow solid (70 mg, 30%). MS (EI) 466.1 [(M)+]; mp 275° C. Reactants: N(=NC(=O)OC(C)C)C(=O)OC(C)C (diisopropyl azodicarboxylate), BrC=1C=NC=C(C1)O (3-bromo-5-hydroxypyridine), C(C1=CC=CC=C1)O (benzyl alcohol), C1(=CC=CC=C1)P(C1=CC=CC=C1)C1=CC=CC=C1 (triphenylphosphine). Solvent: C1CCOC1 (THF). Conditions: time 18 hour. The product is C(C1=CC=CC=C1)OC=1C=NC=C(C1)Br (3-Benzyloxy-5-bromo-pyridine). Yield: 31.9%. RXN SMILES: [Br:1][C:2]1[CH:3]=[N:4][CH:5]=[C:6]([OH:8])[CH:7]=1.[CH2:9](O)[C:10]1[CH:15]=[CH:14][CH:13]=[CH:12][CH:11]=1.C1(P(C2C=CC=CC=2)C2C=CC=CC=2)C=CC=CC=1.N(C(OC(C)C)=O)=NC(OC(C)C)=O>C1COCC1>[CH2:9]([O:8][C:6]1[CH:5]=[N:4][CH:3]=[C:2]([Br:1])[CH:7]=1)[C:10]1[CH:15]=[CH:14][CH:13]=[CH:12][CH:11]=1. Procedure details: To a vial is added 3-bromo-5-hydroxypyridine (200 mg, 1.15 mmol), benzyl alcohol (137 mg, 1.27 mmol) and triphenylphosphine (332 mg, 1.27 mmol) in THF (5 ml) at 0° C., followed by the addition of diisopropyl azodicarboxylate (256 mg, 1.27 mmol). The reaction mixture is stirred at room temperature for 18 hours. The reaction mixture is concentrated in vacuo. The residue is diluted with EtOAc, washed with sat NaHCO3, water, brine, dried under anhy. Na2SO4, filtered and concentrated. The residue is ... The reactants are CCO, Cc1ccc([N+](=O)[O-])c(Nc2ccccn2)c1. Product: Cc1ccc(N)c(Nc2ccccn2)c1. As a reaction SMILES: [CH3:18][CH2:19][OH:20].[CH3:1][c:2]1[cH:3][cH:4][c:5]([N+:15]([O-:16])=[O:17])[c:6]([NH:7][c:8]2[n:9][cH:10][cH:11][cH:12][cH:13]2)[cH:14]1>>[CH3:1][c:2]1[cH:3][cH:4][c:5]([NH2:15])[c:6]([NH:7][c:8]2[n:9][cH:10][cH:11][cH:12][cH:13]2)[cH:14]1. Starting materials: C1(CCCCC1)N(C(=O)NC=1SC(=CN1)C=O)C1CCCCC1 (1,1-dicyclohexyl-3-(5-formyl-thiazol-2-yl)-urea), Cl.C(C1=CC=CC=C1)OC(=O)[C@@H]1NCCC1 (pyrrolidine-2(R)-carboxylic acid benzyl ester hydrochloride), C(C)(=O)O[BH-](OC(C)=O)OC(C)=O.[Na+] (sodium triacetoxyborohydride). Yields the product C(C1=CC=CC=C1)OC(=O)[C@@H]1N(CCC1)CC1=CN=C(S1)NC(=O)N(C1CCCCC1)C1CCCCC1 (1-[2-(3,3-Dicyclohexyl-ureido)-thiazol-5-ylmethyl]-pyrrolidine-2(R)-carboxylic acid benzyl ester). Isolated yield 78.6%. Reaction SMILES: [CH:1]1([N:7]([CH:18]2[CH2:23][CH2:22][CH2:21][CH2:20][CH2:19]2)[C:8]([NH:10][C:11]2[S:12][C:13]([CH:16]=O)=[CH:14][N:15]=2)=[O:9])[CH2:6][CH2:5][CH2:4][CH2:3][CH2:2]1.Cl.[CH2:25]([O:32][C:33]([C@H:35]1[CH2:39][CH2:38][CH2:37][NH:36]1)=[O:34])[C:26]1[CH:31]=[CH:30][CH:29]=[CH:28][CH:27]=1.C(O[BH-](OC(=O)C)OC(=O)C)(=O)C.[Na+]>>[CH2:25]([O:32][C:33]([C@H:35]1[CH2:39][CH2:38][CH2:37][N:36]1[CH2:16][C:13]1[S:12][C:11]([NH:10][C:8]([N:7]([CH:1]2[CH2:6][CH2:5][CH2:4][CH2:3][CH2:2]2)[CH:18]2[CH2:19][CH2:20][CH2:21][CH2:22][CH2:23]2)=[O:9])=[N:15][CH:14]=1)=[O:34])[C:26]1[CH:27]=[CH:28][CH:29]=[CH:30][CH:31]=1 |f:1.2,3.4|. Procedure details: Prepared as described in general procedure (P) using 1,1-dicyclohexyl-3-(5-formyl-thiazol-2-yl)-urea (75 mg. 0.223 mmol), pyrrolidine-2(R)-carboxylic acid benzyl ester hydrochloride (73 mg, 0.31 mmol) and sodium triacetoxyborohydride (71 mg, 0.335 mmol) to afford 92 mg (78%) of the desired product after purification. Starting materials: CCCCCCCCCCCCCCCC(=O)C1C(=O)CC(C=O)CC1=O, NOS(=O)(=O)O, O. Yields the product CCCCCCCCCCCCCCCC(=O)C1C(=O)CC(C#N)CC1=O. As a reaction SMILES: [CH:1](=[O:2])[CH:3]1[CH2:4][C:5](=[O:27])[CH:6]([C:10]([CH2:11][CH2:12][CH2:13][CH2:14][CH2:15][CH2:16][CH2:17][CH2:18][CH2:19][CH2:20][CH2:21][CH2:22][CH2:23][CH2:24][CH3:25])=[O:26])[C:7](=[O:9])[CH2:8]1.[NH2:28][O:29][S:30]([OH:31])(=[O:32])=[O:33].[OH2:34]>>[C:1]([CH:3]1[CH2:4][C:5](=[O:27])[CH:6]([C:10]([CH2:11][CH2:12][CH2:13][CH2:14][CH2:15][CH2:16][CH2:17][CH2:18][CH2:19][CH2:20][CH2:21][CH2:22][CH2:23][CH2:24][CH3:25])=[O:26])[C:7](=[O:9])[CH2:8]1)#[N:28]. Reactants: CC(=O)O, COc1ccc2cnccc2c1, O=C1CCC(=O)N1Cl. The product is COc1ccc2cnccc2c1Cl. As a reaction SMILES: [CH3:21][C:22](=[O:23])[OH:24].[CH3:9][O:10][c:11]1[cH:12][c:13]2[cH:14][cH:15][n:16][cH:17][c:18]2[cH:19][cH:20]1.[Cl:1][N:2]1[C:3](=[O:4])[CH2:5][CH2:6][C:7]1=[O:8]>>[Cl:1][c:12]1[c:11]([O:10][CH3:9])[cH:20][cH:19][c:18]2[c:13]1[cH:14][cH:15][n:16][cH:17]2. Starting materials: methyl ester, [I-].[Li+] (lithium iodide), C(C)(C)(C)OC(=O)NCCCCC#CCOC1=CC=C(C=C1)S(=O)(=O)N1[C@H](C(SCC1)(C)C)C(=O)OC (methyl(3S)-4-{[4-({7-[(tert-butoxycarbonyl)amino]-2-heptynyl}oxy)phenyl]sulfonyl}-2,2-dimethyl-3-thiomorpholine carboxylate), carboxylic acid. Product: C(C)(C)(C)OC(=O)NCCCCC#CCOC1=CC=C(C=C1)S(=O)(=O)N1[C@H](C(SCC1)(C)C)C(=O)O ((3S)-4-{[4-({7-[(tert-butoxycarbonyl)amino]-2-heptynyl}oxy)phenyl]sulfonyl)-2,2-dimethyl-3-thiomorpholine carboxylic acid). RXN SMILES: [C:1]([O:5][C:6]([NH:8][CH2:9][CH2:10][CH2:11][CH2:12][C:13]#[C:14][CH2:15][O:16][C:17]1[CH:22]=[CH:21][C:20]([S:23]([N:26]2[CH2:31][CH2:30][S:29][C:28]([CH3:33])([CH3:32])[C@@H:27]2[C:34]([O:36]C)=[O:35])(=[O:25])=[O:24])=[CH:19][CH:18]=1)=[O:7])([CH3:4])([CH3:3])[CH3:2].[I-].[Li+]>>[C:1]([O:5][C:6]([NH:8][CH2:9][CH2:10][CH2:11][CH2:12][C:13]#[C:14][CH2:15][O:16][C:17]1[CH:22]=[CH:21][C:20]([S:23]([N:26]2[CH2:31][CH2:30][S:29][C:28]([CH3:33])([CH3:32])[C@@H:27]2[C:34]([OH:36])=[O:35])(=[O:25])=[O:24])=[CH:19][CH:18]=1)=[O:7])([CH3:4])([CH3:2])[CH3:3] |f:1.2|. Procedure: The methyl ester of methyl(3S)-4-{[4-({7-[(tert-butoxycarbonyl)amino]-2-heptynyl}oxy)phenyl]sulfonyl}-2,2-dimethyl-3-thiomorpholine carboxylate was converted into the analogous carboxylic acid using lithium iodide according to the procedure of Example 250 to provide (3S)-4-{[4-({7-[(tert-butoxycarbonyl)amino]-2-heptynyl}oxy)phenyl]sulfonyl)-2,2-dimethyl-3-thiomorpholine carboxylic acid as a white solid. Electrospray Mass Spec: 541.2 (M+H)+. The reactants are N1(N=CC=C1)C1=CC=C(C=C1)S(=O)(=O)Cl (4-(1H-pyrazol-1-yl)benzene-1-sulfonyl chloride), NC1=C(SC=C1)C(=O)OC (methyl 3-aminothiophene-2-carboxylate), N1=CC=CC=C1 (pyridine). Solvent: ClCCl (dichloromethane). Reaction conditions: time 24 hour. Product: N1(N=CC=C1)C1=CC=C(C=C1)S(=O)(=O)NC1=C(SC=C1)C(=O)OC (Methyl 3-[4-(1H-pyrazol-1-yl)phenylsulfonamido]thiophene-2-carboxylate). Yield: 65.4%. RXN SMILES: [N:1]1([C:6]2[CH:11]=[CH:10][C:9]([S:12](Cl)(=[O:14])=[O:13])=[CH:8][CH:7]=2)[CH:5]=[CH:4][CH:3]=[N:2]1.[NH2:16][C:17]1[CH:21]=[CH:20][S:19][C:18]=1[C:22]([O:24][CH3:25])=[O:23].N1C=CC=CC=1>ClCCl>[N:1]1([C:6]2[CH:11]=[CH:10][C:9]([S:12]([NH:16][C:17]3[CH:21]=[CH:20][S:19][C:18]=3[C:22]([O:24][CH3:25])=[O:23])(=[O:14])=[O:13])=[CH:8][CH:7]=2)[CH:5]=[CH:4][CH:3]=[N:2]1. Procedure details: To a solution of 4-(1H-pyrazol-1-yl)benzene-1-sulfonyl chloride (0.5 g; 2.0 mmol) in dichloromethane (4.5 mL) at room temperature, was added methyl 3-aminothiophene-2-carboxylate (0.27 g; 1.7 mmol) followed by pyridine (0.27 g; 3.4 mmol) and then stirred at room temperature under a nitrogen atmosphere for 24 hours. The reaction mixture was concentrated under reduced pressure and then taken up in ethyl acetate (50 mL) and washed with water. The aqueous layer separated and extracted with ethyl ace... Reactants: C(C1=CC=CC=C1)OC1=C(C=C(C=C1)O)F (4-benzyloxy-3-fluorophenol), C([O-])([O-])=O.[K+].[K+] (potassium carbonate), BrCCBr (1,2-dibromoethane). The product is C(C1=CC=CC=C1)OC1=C(C=C(OCCBr)C=C1)F (2-(4-Benzyloxy-3-fluorophenoxy)ethyl bromide). Reaction SMILES: [CH2:1]([O:8][C:9]1[CH:14]=[CH:13][C:12]([OH:15])=[CH:11][C:10]=1[F:16])[C:2]1[CH:7]=[CH:6][CH:5]=[CH:4][CH:3]=1.C(=O)([O-])[O-].[K+].[K+].[Br:23][CH2:24][CH2:25]Br>>[CH2:1]([O:8][C:9]1[CH:14]=[CH:13][C:12]([O:15][CH2:25][CH2:24][Br:23])=[CH:11][C:10]=1[F:16])[C:2]1[CH:3]=[CH:4][CH:5]=[CH:6][CH:7]=1 |f:1.2.3|. Procedure: 2-(4-Benzyloxy-3-fluorophenoxy)ethyl bromide was prepared from 4-benzyloxy-3-fluorophenol (5.45 g, 0.025 mol), potassium carbonate (8.63 g, 0.625 mol) and 25 mL of 1,2-dibromoethane as a pale yellow solid (6.6 g, 81%): mp 63-65° C. 1H NMR (CDCl3) 3.606 (t, J=6.3 Hz, 2 H), 4.218 (t, J=6.3 Hz, 2 H), 5.082 (s, 2 H), 6.582 (m, 1 H), 6.699 (m, 1 H), 6.914 (m, 1 H), 7.318-7.440 (m, 5 H).